describe an organic reaction: reactants, conditions, products, and yield From a dataset of the Open Reaction Database (ORD), a public repository of structured organic reaction records. Reactants: N1=CC=C(C2=CC=CC=C12)CO (quinolin-4-ylmethanol), N1=CC(=CC2=CC=CC=C12)CO (Quinolin-3-ylmethanol), O=S(Cl)Cl (SOCl2). Solvent: C(Cl)Cl (CH2Cl2). Conditions: time 1 hour. The product is Cl.ClCC1=CC=NC2=CC=CC=C12 (4-(Chloromethyl)quinoline hydrochloride). Isolated yield 65.0%. RXN SMILES: [N:1]1[C:10]2[C:5](=[CH:6][CH:7]=[CH:8][CH:9]=2)[C:4]([CH2:11]O)=[CH:3][CH:2]=1.N1C2C(=CC=CC=2)C=C(CO)C=1.O=S(Cl)[Cl:27]>C(Cl)Cl>[ClH:27].[Cl:27][CH2:11][C:4]1[C:5]2[C:10](=[CH:9][CH:8]=[CH:7][CH:6]=2)[N:1]=[CH:2][CH:3]=1 |f:4.5|. Procedure: To a solution of quinolin-4-ylmethanol MDE 32014 (0.28 g, 1.76 mmol) in dry CH2Cl2 (18 mL) at 0° C. under N2 in a 50 mL round-bottomed flask equipped with a magnetic stirrer was added dropwise SOCl2 (2.6 mL, 36.0 mmol) and the mixture was stirred for 1 h at RT. The volatiles were then removed at 40° C. under vacuum and the residue was taken up in CH2Cl2 (20 mL) before concentration back to dryness at 40° C. under vacuum (done 3 times) to give 4-(chloromethyl)quinoline hydrochloride MDE 32016 as ... Reactants: NC1=NC=2CCCCC2C2=C1N=C(N2CCCCON2C(C1=CC=CC=C1C2=O)=O)COCC (2-{4-[4-amino-2-(ethoxymethyl)-6,7,8,9-tetrahydro-1H-imidazo[4,5-c]quinolin-1-yl)butoxy]-1H-isoindole-1,3(2H)-dione), NN (hydrazine). Product: NOCCCCN1C(=NC=2C(=NC=3CCCCC3C21)N)COCC (1-[4-(aminooxy)butyl]-2-(ethoxymethyl)-6,7,8,9-tetrahydro-1H-imidazo[4,5-c]quinolin-4-amine). RXN SMILES: [NH2:1][C:2]1[C:11]2[N:12]=[C:13]([CH2:31][O:32][CH2:33][CH3:34])[N:14]([CH2:15][CH2:16][CH2:17][CH2:18][O:19][N:20]3C(=O)C4C(=CC=CC=4)C3=O)[C:10]=2[C:9]2[CH2:8][CH2:7][CH2:6][CH2:5][C:4]=2[N:3]=1.NN>>[NH2:20][O:19][CH2:18][CH2:17][CH2:16][CH2:15][N:14]1[C:10]2[C:9]3[CH2:8][CH2:7][CH2:6][CH2:5][C:4]=3[N:3]=[C:2]([NH2:1])[C:11]=2[N:12]=[C:13]1[CH2:31][O:32][CH2:33][CH3:34]. Procedure: The method described in Part F of Example 169 can be used to treat 2-{4-[4-amino-2-(ethoxymethyl)-6,7,8,9-tetrahydro-1H-imidazo[4,5-c]quinolin-1-yl)butoxy]-1H-isoindole-1,3(2H)-dione with anhydrous hydrazine to provide 1-[4-(aminooxy)butyl]-2-(ethoxymethyl)-6,7,8,9-tetrahydro-1H-imidazo[4,5-c]quinolin-4-amine. The reactants are C(=O)(O)C=1C=CC(=NC1)C=1SCCN1 (5-carboxy-2-(4,5-dihydro-2-thiazolyl)-pyridine), C1(=CC=CC=C1)OC1=CC=CC=C1 (diphenylether). Reagents/catalysts: [Pd] (Pd). The solvent is CO (methanol). Yields the product C(=O)(O)C=1C=CC(=NC1)C=1SC=CN1 (5-Carboxy-2-(2-thiazolyl)-pyridine). RXN SMILES: [C:1]([C:4]1[CH:5]=[CH:6][C:7]([C:10]2[S:11][CH2:12][CH2:13][N:14]=2)=[N:8][CH:9]=1)([OH:3])=[O:2].C1(OC2C=CC=CC=2)C=CC=CC=1>CO.[Pd]>[C:1]([C:4]1[CH:5]=[CH:6][C:7]([C:10]2[S:11][CH:12]=[CH:13][N:14]=2)=[N:8][CH:9]=1)([OH:3])=[O:2]. Procedure details: A mixture of 500 mg (2.4 mmol) of 5-carboxy-2-(4,5-dihydro-2-thiazolyl)-pyridine, 50 mg of 10% Pd on C and 5 g of diphenylether is refluxed for 4 h. The mixture is then diluted with methanol and the catalyst filtered off. The methanol is evaporated and some hexane added to the residue. The diphenylether dissolves and a solid is left, which is filtered off and washed with hexane. This residue is dissolved again in methanol and treated with charcoal. After evaporation of the methanol the title com...